From a dataset of the Open Reaction Database (ORD), a public repository of structured organic reaction records. describe an organic reaction: reactants, conditions, products, and yield The reactants are NC=1C2=CC=CC=C2N=C2CCCC(C12)O (9-amino-1,2,3,4-tetrahydroacridin-1-ol), OS(=O)(=O)O (H2SO4), ice. Run in CC(=O)O (HOAc). Product: O.NC=1C2=CC=CC=C2N=C2CCC=CC12.NC=1C2=CC=CC=C2N=C2CCC=CC12 (9-Amino-3,4-dihydroacridine hemihydrate). The yield is 48.7%. Reaction SMILES: [NH2:1][C:2]1[C:3]2[C:8]([N:9]=[C:10]3[C:15]=1[CH:14]([OH:16])[CH2:13][CH2:12][CH2:11]3)=[CH:7][CH:6]=[CH:5][CH:4]=2.OS(O)(=O)=O>CC(O)=O>[OH2:16].[NH2:1][C:2]1[C:3]2[C:8]([N:9]=[C:10]3[C:15]=1[CH:14]=[CH:13][CH2:12][CH2:11]3)=[CH:7][CH:6]=[CH:5][CH:4]=2.[NH2:1][C:2]1[C:3]2[C:8]([N:9]=[C:10]3[C:15]=1[CH:14]=[CH:13][CH2:12][CH2:11]3)=[CH:7][CH:6]=[CH:5][CH:4]=2 |f:3.4.5|. Procedure details: In 50 ml of HOAc was dissolved 3.00 g of 9-amino-1,2,3,4-tetrahydroacridin-1-ol. To this mechanically stirred solution at room temperature was added 0.75 ml (1 eq) of H2SO4. The reaction mixture was warmed on a steam bath causing a precipitate to form. After 0.5 hour of heating, the reaction was complete based on thin layer chromatography. The reaction mixture was poured into excess ice/10% NaOH and the precipitate was collected. The precipitate was dissolved in dichloromethane, dried over MgSO4... Reactants: ClC=1C=C(COC2CN(CC2)CCC(C#N)(C2=CC=CC=C2)C2=CC=CC=C2)C=CC1 (4-[3-(3-chlorobenzyloxy)pyrrolidine-1-yl]2,2-diphenylbutyronitrile), [OH-].[K+] (potassium hydroxide), ice water. Solvent: C(C)(C)(C)O (tert-butanol). Yields the product ClC=1C=C(COC2CN(CC2)CCC(C(=O)N)(C2=CC=CC=C2)C2=CC=CC=C2)C=CC1 (4-[3-(3-chlorobenzyloxy)pyrrolidine-1-yl]-2,2-diphenylbutaneamide). Yield: 83.7%. Reaction SMILES: [Cl:1][C:2]1[CH:3]=[C:4]([CH:29]=[CH:30][CH:31]=1)[CH2:5][O:6][CH:7]1[CH2:11][CH2:10][N:9]([CH2:12][CH2:13][C:14]([C:23]2[CH:28]=[CH:27][CH:26]=[CH:25][CH:24]=2)([C:17]2[CH:22]=[CH:21][CH:20]=[CH:19][CH:18]=2)[C:15]#[N:16])[CH2:8]1.[OH-:32].[K+]>C(O)(C)(C)C>[Cl:1][C:2]1[CH:3]=[C:4]([CH:29]=[CH:30][CH:31]=1)[CH2:5][O:6][CH:7]1[CH2:11][CH2:10][N:9]([CH2:12][CH2:13][C:14]([C:17]2[CH:18]=[CH:19][CH:20]=[CH:21][CH:22]=2)([C:23]2[CH:24]=[CH:25][CH:26]=[CH:27][CH:28]=2)[C:15]([NH2:16])=[O:32])[CH2:8]1 |f:1.2|. Procedure: To 1.80 g of 4-[3-(3-chlorobenzyloxy)pyrrolidine-1-yl]2,2-diphenylbutyronitrile was added 1.41 g of potassium hydroxide and 15 ml of tert-butanol, and the mixture was refluxed for 48 hours. The reaction mixture was poured into ice water, then extracted with methylene chloride, dried over anhydrous sodium sulfate, and concentrated under reduced pressure. The residue was purified by silica gel column chromatography (methylene chloride:methanol=10:1) to obtain 1.57 g of the aimed compound as a yell... Product: CC(C)(C)OC(=O)COc1ccc(Cl)cc1C=C1CNC(=O)CN(S(=O)(=O)c2ccc(Cl)cc2)C1=O. Reaction SMILES: [Br:47][CH2:48][C:49](=[O:50])[O:51][C:52]([CH3:53])([CH3:54])[CH3:55].[CH3:56][N:57]([CH3:58])[CH:59]=[O:60].[CH3:61][CH2:62][O:63][C:64](=[O:65])[CH3:66].[Cl:1][c:2]1[cH:3][cH:4][c:5]([OH:28])[c:6]([CH:7]=[C:8]2[C:9](=[O:26])[N:10]([S:16](=[O:17])(=[O:18])[c:19]3[cH:20][cH:21][c:22]([Cl:25])[cH:23][cH:24]3)[CH2:11][C:12](=[O:15])[NH:13][CH2:14]2)[cH:27]1.[Cl:29][c:30]1[cH:31][cH:32][c:33]([S:34]([NH2:35])(=[O:36])=[O:37])[cH:38][cH:39]1.[I-:46].[Na+:40].[Na+:45].[OH:41][C:42](=[O:43])[O-:44]>>[Cl:1][c:2]1[cH:3][cH:4][c:5]([O:28][CH2:48][C:49](=[O:50])[O:51][C:52]([CH3:53])([CH3:54])[CH3:55])[c:6]([CH:7]=[C:8]2[C:9](=[O:26])[N:10]([S:16](=[O:17])(=[O:18])[c:19]3[cH:20][cH:21][c:22]([Cl:25])[cH:23][cH:24]3)[CH2:11][C:12](=[O:15])[NH:13][CH2:14]2)[cH:27]1. Starting materials: CC(C)(C)OC(=O)CBr, CN(C)C=O, CCOC(C)=O, O=C1CN(S(=O)(=O)c2ccc(Cl)cc2)C(=O)C(=Cc2cc(Cl)ccc2O)CN1, NS(=O)(=O)c1ccc(Cl)cc1, [I-], [Na+], [Na+], O=C([O-])O. The reactants are CC1=C(C=CC=C1)NC(=O)NC1=CC=C(CNC(OC(C)(C)C)=O)C=C1 (tert-butyl 4-({[(2-methylphenyl)amino]carbonyl}amino)benzylcarbamate). Run in C(Cl)Cl (CH2Cl2). Reaction conditions: time 2 hour. Product: NCC1=CC=C(C=C1)NC(=O)NC1=C(C=CC=C1)C (N-[4-(Aminomethyl)phenyl]-N′-(2-methylphenyl)urea). Reaction SMILES: [CH3:1][C:2]1[CH:7]=[CH:6][CH:5]=[CH:4][C:3]=1[NH:8][C:9]([NH:11][C:12]1[CH:26]=[CH:25][C:15]([CH2:16][NH:17]C(=O)OC(C)(C)C)=[CH:14][CH:13]=1)=[O:10]>C(Cl)Cl>[NH2:17][CH2:16][C:15]1[CH:14]=[CH:13][C:12]([NH:11][C:9]([NH:8][C:3]2[CH:4]=[CH:5][CH:6]=[CH:7][C:2]=2[CH3:1])=[O:10])=[CH:26][CH:25]=1. Reported procedure: To a solution of tert-butyl 4-({[(2-methylphenyl)amino]carbonyl}amino)benzylcarbamate (2.00 g, 5.63 mmol) in CH2Cl2 (120 mL) TFA (36 mL) was added at 0° C. and stirred for 2 h at r.t.. The reaction mixture was evaporated and the product was collected (2.72 g, TFA salt). M.p. 142–143° C.; TLC (PE/EtOAc 3/2) Rf 0.14; 1H NMR (400 MHz, D6-DMSO) δ 2.24 (s, 3H); 3.97 (q, J=5 Hz, 2H); 6.96 (mc, 1H); 7.13–7.19 (m, 2); 7.36 (mc, 2H); 7.51 (mc, 2H); 7.81 (mc, 2H); 8.06 (s, 1H); 8.08 (s, 3H); 9.23 (s, 1H). Reactants: O=C([O-])O, ClCCl, COc1cc2c(Oc3ccccc3)ncnc2cc1OCCN1CCOCC1, Cl, [Na+]. Product: COc1cc2c(=O)[nH]cnc2cc1OCCN1CCOCC1. Reaction SMILES: [C:30](=[O:31])([O-:32])[OH:33].[CH2:35]([Cl:36])[Cl:37].[CH3:1][O:2][c:3]1[cH:4][c:5]2[c:6]([O:22][c:23]3[cH:24][cH:25][cH:26][cH:27][cH:28]3)[n:7][cH:8][n:9][c:10]2[cH:11][c:12]1[O:13][CH2:14][CH2:15][N:16]1[CH2:17][CH2:18][O:19][CH2:20][CH2:21]1.[ClH:29].[Na+:34]>>[CH3:1][O:2][c:3]1[cH:4][c:5]2[c:6](=[O:22])[nH:7][cH:8][n:9][c:10]2[cH:11][c:12]1[O:13][CH2:14][CH2:15][N:16]1[CH2:17][CH2:18][O:19][CH2:20][CH2:21]1. Reactants: COC([C@H]1NC(CC1)=O)=O (L-pyroglutamic acid methyl ester), N1CCOCC1 (morpholine). The reagents and catalysts are CN(C1=CC=NC=C1)C (4-dimethylaminopyridine). Solvent: C1(=CC=CC=C1)C (toluene). Product: N1(CCOCC1)C(=O)[C@@H]1CCC(N1)=O ((S)-5-(morpholine-4-carbonyl)pyrrolidin-2-one). As a reaction SMILES: CO[C:3](=[O:10])[C@@H:4]1[CH2:8][CH2:7][C:6](=[O:9])[NH:5]1.[NH:11]1[CH2:16][CH2:15][O:14][CH2:13][CH2:12]1>CN(C)C1C=CN=CC=1.C1(C)C=CC=CC=1>[N:11]1([C:3]([C@H:4]2[NH:5][C:6](=[O:9])[CH2:7][CH2:8]2)=[O:10])[CH2:16][CH2:15][O:14][CH2:13][CH2:12]1. Procedure details: L-pyroglutamic acid methyl ester (23.91 g, 177 mmol), morpholine (21.8 g, 250 mmol) and 4-dimethylaminopyridine (0.2 g, 1.64 mmol) are heated under reflux in toluene (130 ml) for 12 hours. The product precipitates as an oil. The oil is separated from the toluene, diluted with dichloromethane (100 ml) and washed successively with 0.1 M HCl, 0.1 M NaOH and water (50 ml each). The dichloromethane phase is concentrated to obtain a suspension, which is filtered yielding the crude product. The crude p...